This data is from the Open Reaction Database (ORD), a public repository of structured organic reaction records. The task is: describe an organic reaction: reactants, conditions, products, and yield Reactants: ClCCN1CCN(CC1)C (N1 -β-chloroethyl-N4 -methylpiperazine), [H-].[Na+] (sodium hydride), C(CCC)N1C(C(=C(C1)C1=CC=CC=C1)O)=O (1-n-butyl-3-hydroxy-4-phenyl-3-pyrrolin-2-one), ice water, ClCCN1CCN(CC1)C (N1 -β-chloroethyl-N4 -methylpiperazine), 1-n-butyl-3-[N1 -β-(N4 -methyl)-piperazinoethoxy]-4-phenyl-3-pyrrolin-2-one, dioxalate, [H][H] (hydrogen). Run in CN(C=O)C (dimethyl formamide). Conditions: temperature 40 celsius. The product is C(CCC)N1C(C(=C(C1)C1=CC=CC=C1)OCCN(CC)CC)=O (1-n-Butyl-3-(β-diethylaminoethoxy)-4-phenyl-3-pyrrolin-2-one). Reaction SMILES: Cl[CH2:2][CH2:3][N:4]1[CH2:9][CH2:8]N(C)[CH2:6][CH2:5]1.[CH2:11]([N:15]1[CH2:19][C:18]([C:20]2[CH:25]=[CH:24][CH:23]=[CH:22][CH:21]=2)=[C:17]([OH:26])[C:16]1=[O:27])[CH2:12][CH2:13][CH3:14].[H-].[Na+].[H][H]>CN(C)C=O>[CH2:11]([N:15]1[CH2:19][C:18]([C:20]2[CH:25]=[CH:24][CH:23]=[CH:22][CH:21]=2)=[C:17]([O:26][CH2:8][CH2:9][N:4]([CH2:3][CH3:2])[CH2:5][CH3:6])[C:16]1=[O:27])[CH2:12][CH2:13][CH3:14] |f:2.3|. Procedure: N1 -β-chloroethyl-N4 -methylpiperazine, 1-n-butyl-3-[N1 -β-(N4 -methyl)-piperazinoethoxy]-4-phenyl-3-pyrrolin-2-one; dioxalate m.p. 199° C. 32.5 g. (0.14 mol) 1-n-butyl-3-hydroxy-4-phenyl-3-pyrrolin-2-one is added, with stirring, at 40° C. to a suspension of 4.2 g. sodium hydride (80%) in 200 ml. dimethyl formamide. When the evolution of hydrogen ceases, 30.0 g. N1 -β-chloroethyl-N4 -methylpiperazine is added and the mixture allowed to react for 30 minutes at 70° C. The mixture is immediately po... Starting materials: ClC1=CC(=C(C=C1)[C@@H](CC(=O)C1=CC(=NC=C1)C)C1=CC=C(C=C1)C1=CC=C(C=C1)C(=O)O)C (4′-[(S)-1-(4-chloro-2-methyl-phenyl)-3-(2-methyl-pyridin-4-yl)-3-oxo-propyl]-biphenyl-4-carboxylic acid), Cl.NO (hydroxylamine hydrochloride), C(O)([O-])=O.[Na+] (sodium hydrogencarbonate). Yields the product ClC1=CC(=C(C=C1)[C@@H](C\C(\C1=CC(=NC=C1)C)=N/O)C1=CC=C(C=C1)C1=CC=C(C=C1)C(=O)O)C (4′-[(S)-1-(4-Chloro-2-methyl-phenyl)-3-[(E)-hydroxyimino]-3-(2-methyl-pyridin-4-yl)-propyl]-biphenyl-4-carboxylic acid). As a reaction SMILES: [Cl:1][C:2]1[CH:7]=[CH:6][C:5]([C@H:8]([C:19]2[CH:24]=[CH:23][C:22]([C:25]3[CH:30]=[CH:29][C:28]([C:31]([OH:33])=[O:32])=[CH:27][CH:26]=3)=[CH:21][CH:20]=2)[CH2:9][C:10]([C:12]2[CH:17]=[CH:16][N:15]=[C:14]([CH3:18])[CH:13]=2)=O)=[C:4]([CH3:34])[CH:3]=1.Cl.[NH2:36][OH:37].C(=O)([O-])O.[Na+]>>[Cl:1][C:2]1[CH:7]=[CH:6][C:5]([C@H:8]([C:19]2[CH:20]=[CH:21][C:22]([C:25]3[CH:30]=[CH:29][C:28]([C:31]([OH:33])=[O:32])=[CH:27][CH:26]=3)=[CH:23][CH:24]=2)[CH2:9]/[C:10](=[N:36]\[OH:37])/[C:12]2[CH:17]=[CH:16][N:15]=[C:14]([CH3:18])[CH:13]=2)=[C:4]([CH3:34])[CH:3]=1 |f:1.2,3.4|. Procedure: In analogy to example 132, step 6, from 4′-[(S)-1-(4-chloro-2-methyl-phenyl)-3-(2-methyl-pyridin-4-yl)-3-oxo-propyl]-biphenyl-4-carboxylic acid and hydroxylamine hydrochloride in the presence of sodium hydrogencarbonate was prepared the title compound as a white solid, MS (ESI−): m/z=483.1 ([M−H]−). Reactants: CCOCC (Ether), O (water), COC1=C(C=C(C=C1)OC)C=CC1=CC=C(C=C1)CO (2,5-Dimethoxystilbene-4'-methanol), ClCCl (dichloromethane). Solvent: Cl (hydrochloric acid). Product: ClCC1=CC=C(C=CC2=C(C=CC(=C2)OC)OC)C=C1 (4'-chloromethyl-2,5-dimethoxystilbene). The yield is 68.0%. As a reaction SMILES: [CH3:1][O:2][C:3]1[CH:8]=[CH:7][C:6]([O:9][CH3:10])=[CH:5][C:4]=1[CH:11]=[CH:12][C:13]1[CH:18]=[CH:17][C:16]([CH2:19]O)=[CH:15][CH:14]=1.CCOCC.O.[Cl:27]CCl>Cl>[Cl:27][CH2:19][C:16]1[CH:17]=[CH:18][C:13]([CH:12]=[CH:11][C:4]2[CH:5]=[C:6]([O:9][CH3:10])[CH:7]=[CH:8][C:3]=2[O:2][CH3:1])=[CH:14][CH:15]=1. Reported procedure: 2,5-Dimethoxystilbene-4'-methanol (1.18 g, 4.36 mmol) in dichloromethane (3 ml) and hydrochloric acid (10M, 100 ml) was stirred for 1 h at room temperature. Ether (100 ml) and water (100 ml) were added and the organic layer separated, washed with water (2×125 ml), dried over anhydrous sodium sulfate, filtered and concentrated in vacuo. The residue was purified by column chromatography over silica (dichloromethane) to give 4'-chloromethyl-2,5-dimethoxystilbene (856 mg, 68%); δH ; (CDCl3) 3.83 (3 ... The reactants are ClC1=C(N)C=C(C(=C1)[N+](=O)[O-])Cl (2,5-dichloro-4-nitroaniline), C[O-] (methoxide). The product is ClC1=C(N)C=C(C(=C1)[N+](=O)[O-])OC (2-chloro-4-nitro-5-methoxyaniline). As a reaction SMILES: [Cl:1][C:2]1[CH:8]=[C:7]([N+:9]([O-:11])=[O:10])[C:6](Cl)=[CH:5][C:3]=1[NH2:4].[CH3:13][O-:14]>>[Cl:1][C:2]1[CH:8]=[C:7]([N+:9]([O-:11])=[O:10])[C:6]([O:14][CH3:13])=[CH:5][C:3]=1[NH2:4]. Procedure: Similarly, 2,5-dichloro-4-nitroaniline is allowed to react with methoxide ion to afford 2-chloro-4-nitro-5-methoxyaniline, m.p. 150°-152° C. Also by allowing 2,3-dichloro-4-nitroaniline to react with sodium ethoxide, sodium propoxide, sodium butoxide and sodium benzyloxide, 3 ethoxy-, 3-propoxy-, 3-isopropoxy-, 3-butoxy- and 3-benzyloxy-4-nitroaniline are obtained. Starting materials: P(=O)([O-])([O-])[O-] (phosphate), [I-].[Na+] (sodium iodide), CN1C(SCC1=O)C=1C=NC=CC1 (3-methyl-2-(3-pyridyl)thiazolidin-4-one), C(C)(C)NC(C)C (diisopropylamine), solution, BrCCCC (1-bromobutane). Solvent: CN(C)P(=O)(N(C)C)N(C)C (hexamethylphosphorotriamide), O1CCCC1 (tetrahydrofuran), O1CCCC1 (tetrahydrofuran), CCCCCC (hexane), O1CCCC1 (tetrahydrofuran). Reaction conditions: time 1 hour. Product: C(CCC)C1C(N(C(S1)C=1C=NC=CC1)C)=O (5-butyl-3-methyl-2-(3-pyridyl)-thiazolidin-4-one). Yield: 19.2%. Reaction SMILES: C(NC(C)C)(C)C.[CH3:8][N:9]1[C:13](=[O:14])[CH2:12][S:11][CH:10]1[C:15]1[CH:16]=[N:17][CH:18]=[CH:19][CH:20]=1.Br[CH2:22][CH2:23][CH2:24][CH3:25].[I-].[Na+].P([O-])([O-])([O-])=O>CCCCCC.O1CCCC1.CN(P(N(C)C)(N(C)C)=O)C>[CH2:22]([CH:12]1[S:11][CH:10]([C:15]2[CH:16]=[N:17][CH:18]=[CH:19][CH:20]=2)[N:9]([CH3:8])[C:13]1=[O:14])[CH2:23][CH2:24][CH3:25] |f:3.4|. Procedure details: Dry diisopropylamine (1 ml, 5.7 mmol) was added to dry tetrahydrofuran (3 ml), and a butyllithiium solution (3.9 ml, 6.2 mmol) in hexane was added dropwise at -40° C., the mixture was kept at -10° C. for 1 hour. A solution of 3-methyl-2-(3-pyridyl)thiazolidin-4-one (1 g, 5.2 mmol) in dry tetrahydrofuran (7 ml) was added dropwise to the mixture at -20° to -10° C. After this reaction mixture had been kept between those temperatures for 1 hour, there were added at -10° C. 1-bromobutane (0.78 g, 5.7... The reactants are O=C([O-])[O-], CC1CCNCC1, CC(C)(C)O, Clc1nc(Nc2cc(C3CC3)[nH]n2)c2ccccc2n1, [K+], [K+]. Reaction SMILES: [C:28](=[O:29])([O-:30])[O-:31].[CH3:21][CH:22]1[CH2:23][CH2:24][NH:25][CH2:26][CH2:27]1.[CH3:34][C:35]([OH:36])([CH3:37])[CH3:38].[CH:1]1([c:4]2[cH:5][c:6]([NH:9][c:10]3[n:11][c:12]([Cl:20])[n:13][c:14]4[cH:15][cH:16][cH:17][cH:18][c:19]34)[n:7][nH:8]2)[CH2:2][CH2:3]1.[K+:32].[K+:33]>>[CH:1]1([c:4]2[cH:5][c:6]([NH:9][c:10]3[n:11][c:12]([N:25]4[CH2:24][CH2:23][CH:22]([CH3:21])[CH2:27][CH2:26]4)[n:13][c:14]4[cH:15][cH:16][cH:17][cH:18][c:19]34)[nH:7][n:8]2)[CH2:2][CH2:3]1. The product is CC1CCN(c2nc(Nc3cc(C4CC4)n[nH]3)c3ccccc3n2)CC1. Run in alcohol, O (water). Reaction SMILES: [SH:1][C:2]1[NH:6][C:5]2[CH:7]=[C:8]3[C:12](=[CH:13][C:4]=2[N:3]=1)[C:11]([CH3:15])([CH3:14])[C:10](=[O:16])[C:9]3([CH3:18])[CH3:17].Cl.Cl[CH2:21][C:22]1[C:27]([CH3:28])=[C:26]([O:29][CH2:30][CH3:31])[C:25]([CH3:32])=[CH:24][N:23]=1.[OH-].[Na+]>O>[CH2:30]([O:29][C:26]1[C:25]([CH3:32])=[CH:24][N:23]=[C:22]([CH2:21][S:1][C:2]2[NH:3][C:4]3[CH:13]=[C:12]4[C:8](=[CH:7][C:5]=3[N:6]=2)[C:9]([CH3:18])([CH3:17])[C:10](=[O:16])[C:11]4([CH3:14])[CH3:15])[C:27]=1[CH3:28])[CH3:31] |f:1.2,3.4|. Starting materials: SC1=NC2=C(N1)C=C1C(C(C(C1=C2)(C)C)=O)(C)C (5,7-dihydro-2-mercapto-5,5,7,7-tetramethylindeno[5,6-d]imidazol-6(1H)-one), Cl.ClCC1=NC=C(C(=C1C)OCC)C (2-chloromethyl-4-ethoxy-3,5-dimethylpyridine hydrochloride), [OH-].[Na+] (sodium hydroxide). Reported procedure: 7.8 g of 5,7-dihydro-2-mercapto-5,5,7,7-tetramethylindeno[5,6-d]imidazol-6(1H)-one were suspended in 200 ml of alcohol and treated while cooling with ice with 7.1 g of 2-chloromethyl-4-ethoxy-3,5-dimethylpyridine hydrochloride. Thereafter, a solution of 2.4 g of sodium hydroxide in 100 ml of water was added dropwise thereto, the mixture was left to boil at reflux overnight and subsequently evaporated to dryness in vacuo. The residue was dissolved in 500 ml of methylene chloride. The solution was... Product: C(C)OC1=C(C(=NC=C1C)CSC1=NC2=C(N1)C=C1C(C(C(C1=C2)(C)C)=O)(C)C)C (5,7-dihydro-2-[[(4-ethoxy-3,5-dimethyl-2-pyridyl)methyl]thio]-5,5,7,7-tetramethylindeno[5,6-d]imidazol-6(1H)-one). Run in CS(=O)C (dimethylsulphoxide), C(C)(=O)OCC (ethyl acetate). Yield: 39.4%. Yields the product C(#N)C=1C=CC2=C([C@H]([C@@H](C(O2)(C)C)O)N2C=NC=CC2=O)C1 (trans-6-cyano-3,4-dihydro-2,2-dimethyl-4-(6(1H)-pyrimidinon-1-yl)-2H-1-benzopyran-3-ol). Reaction SMILES: [N:1]1[CH:6]=[CH:5][C:4](=[O:7])[NH:3][CH:2]=1.CC(C)([O-])C.[K+].[C:14]([C:16]1[CH:17]=[CH:18][C:19]2[O:24][C:23]([CH3:26])([CH3:25])[CH:22]3[O:27][CH:21]3[C:20]=2[CH:28]=1)#[N:15].O>CS(C)=O.C(OCC)(=O)C>[C:14]([C:16]1[CH:17]=[CH:18][C:19]2[O:24][C:23]([CH3:26])([CH3:25])[C@@H:22]([OH:27])[C@H:21]([N:3]3[C:4](=[O:7])[CH:5]=[CH:6][N:1]=[CH:2]3)[C:20]=2[CH:28]=1)#[N:15] |f:1.2|. Reported procedure: 4(3H)-Pyrimidone (0.772 g, 8 mmol) was dissolved in dimethylsulphoxide (10 ml) and treated with potassium tert-butoxide (0.440 g, 4 mmol). The mixture was stirred for 30 minutes at ambient temperature and 6-cyano-3,4-dihydro-2,2-dimethyl-3,4-epoxy-2H-1-benzopyran (1.278 g, 6 mmol) added. The resulting mixture was heated at 90° C. for 30 minutes, cooled and poured into water. Extractive work up with ethyl acetate yielded a gum which was purified by chromatography on silica (ethyl acetate) to give... Run at time 30 minute. Reactants: CC(C)([O-])C.[K+] (potassium tert-butoxide), O (water), N1=CNC(C=C1)=O (4(3H)-Pyrimidone), C(#N)C=1C=CC2=C(C3C(C(O2)(C)C)O3)C1 (6-cyano-3,4-dihydro-2,2-dimethyl-3,4-epoxy-2H-1-benzopyran). Starting materials: CC(C)(C)C=1C=C(C(=C(C1C)CO)O)C(C)C (5-(1,1-dimethylethyl)-6-methyl-3-(1-methylethyl)-2-hydroxy-benzenemethanol), CC1OC(OC(O1)C)C (paraldehyde), O.C1(=CC=C(C=C1)S(=O)(=O)O)C (p-toluenesulfonic acid monohydrate). Solvent: O1CCOCC1 (p-dioxane). Conditions: temperature 25 celsius. The product is CC1OCC2=C(O1)C(=CC(=C2C)C(C)(C)C)C(C)C (2,5-dimethyl-6-(1,1-dimethylethyl)-8-(1-methylethyl)-4H-1,3-benzodioxin). Isolated yield 70.6%. As a reaction SMILES: [CH3:1][C:2]([C:5]1[CH:6]=[C:7]([CH:15]([CH3:17])[CH3:16])[C:8]([OH:14])=[C:9]([CH2:12][OH:13])[C:10]=1[CH3:11])([CH3:4])[CH3:3].[CH3:18][CH:19]1OC(C)OC(C)O1.O.C1(C)C=CC(S(O)(=O)=O)=CC=1>O1CCOCC1>[CH3:18][CH:19]1[O:14][C:8]2[C:7]([CH:15]([CH3:17])[CH3:16])=[CH:6][C:5]([C:2]([CH3:1])([CH3:3])[CH3:4])=[C:10]([CH3:11])[C:9]=2[CH2:12][O:13]1 |f:2.3|. Procedure details: A mixture of 5-(1,1-dimethylethyl)-6-methyl-3-(1-methylethyl)-2-hydroxy-benzenemethanol (7.09 g, 0.03 mol), p-dioxane (150 mL), paraldehyde (13.2 g, 0.3 mol) and p-toluenesulfonic acid monohydrate (0.57 g, 0.003 mol) was heated at reflux for 1.5 hours. The mixture was cooled to 25° C., poured onto water (100 mL) and extracted with hexane (3×50 mL). The extracts were washed with saturated sodium bicarbonate solution (2×50 mL), water (4×50 mL), brine (50 mL) and dried (Na2SO4). Evaporation of solv... The reactants are C(C1=CC=CC=C1)[C@@H](C[C@@H]([C@H](CC1=CC=CC=C1)NC(=O)OCC1=CN=CS1)O)NC([C@@H](NC(=O)N(C)CC=1N=C(SC1)C(C)C)C(C)C)=O (N1-((1S,3S,4S)-1-benzyl-3-hydroxy-5-phenyl-4-{[(1,3-thiazol-5-ylmethoxy)carbonyl]amino}pentyl)-N2-{[[(2-isopropyl-1,3-thiazol-4-yl)methyl](methyl)amino]carbonyl}-L-valinamide), C(C)SCC (ethyl sulfide), C(C1=CC=CC=C1)(=O)OOC(C1=CC=CC=C1)=O (benzoyl peroxide). Run in C(C)(=O)OCC (ethyl acetate), C(C)#N (acetonitrile). The product is C(C1=CC=CC=C1)[C@@H](C[C@@H]([C@H](CC1=CC=CC=C1)NC(=O)OCC1=CN=CS1)OC(C)SCC)NC([C@@H](NC(=O)N(C)CC=1N=C(SC1)C(C)C)C(C)C)=O (N1-((1S,3S,4S)-1-benzyl-3-[1-(ethylthio)ethoxy]-5-phenyl-4-{[(1,3-thiazol-5-ylmethoxy)carbonyl]amino}pentyl)-N2-{[[(2-isopropyl-1,3-thiazol-4-yl)methyl](methyl)amino]carbonyl}-L-valinamide). Isolated yield 75.0%. RXN SMILES: [CH2:1]([C@H:8]([NH:30][C:31](=[O:50])[C@H:32]([CH:47]([CH3:49])[CH3:48])[NH:33][C:34]([N:36]([CH2:38][C:39]1[N:40]=[C:41]([CH:44]([CH3:46])[CH3:45])[S:42][CH:43]=1)[CH3:37])=[O:35])[CH2:9][C@H:10]([OH:29])[C@@H:11]([NH:19][C:20]([O:22][CH2:23][C:24]1[S:28][CH:27]=[N:26][CH:25]=1)=[O:21])[CH2:12][C:13]1[CH:18]=[CH:17][CH:16]=[CH:15][CH:14]=1)[C:2]1[CH:7]=[CH:6][CH:5]=[CH:4][CH:3]=1.[CH2:51]([S:53][CH2:54][CH3:55])[CH3:52].C(OOC(=O)C1C=CC=CC=1)(=O)C1C=CC=CC=1>C(#N)C.C(OCC)(=O)C>[CH2:1]([C@H:8]([NH:30][C:31](=[O:50])[C@H:32]([CH:47]([CH3:49])[CH3:48])[NH:33][C:34]([N:36]([CH2:38][C:39]1[N:40]=[C:41]([CH:44]([CH3:45])[CH3:46])[S:42][CH:43]=1)[CH3:37])=[O:35])[CH2:9][C@H:10]([O:29][CH:51]([S:53][CH2:54][CH3:55])[CH3:52])[C@@H:11]([NH:19][C:20]([O:22][CH2:23][C:24]1[S:28][CH:27]=[N:26][CH:25]=1)=[O:21])[CH2:12][C:13]1[CH:18]=[CH:17][CH:16]=[CH:15][CH:14]=1)[C:2]1[CH:3]=[CH:4][CH:5]=[CH:6][CH:7]=1. Procedure details: To a solution of the compound of Example 1 (0.50 g, 0.69 mmol) and ethyl sulfide (1.9 mL) in acetonitrile (5 mL) at 0° C. was added benzoyl peroxide (0.84 g) in three portions over 3 hours. The reaction was diluted with ethyl acetate and washed with 10% Na2CO3 and brine. The organic was dried over MgSO4, filtered and evaporated. The residue was chromatographed on silica gel, eluting with a gradient of 50-100% ethyl acetate in chloroform to give the title compound (0.42 g, 75% yield).